From a dataset of the Open Reaction Database (ORD), a public repository of structured organic reaction records. describe an organic reaction: reactants, conditions, products, and yield Solvent: C(C)OC(C)=O (ethylacetate), O (water), C1(=CC=CC=C1)C (toluene). Procedure details: A microwave tube was charged with 4-(3-bromo-phenyl)-4-(4-isopropoxy-3-methyl-phenyl)-4,5-dihydro-oxazol-2-ylamine (Building Block L, 181 mg, 0.467 mmol, 1.0 eq), sodium tert-butoxide (89 mg, 0.933 mmol, 2.0 eq.), 2-di-t-butylphosphino-2′,4′,6′-tri-1-propyl-1,1′biphenyl (18 mg, 0.042 mmol, 0.042 eq.), tris(dibenzylideneacetone)dipalladium (10 mg, 0.012 mmol, 0.025 eq.) and 3-methoxyaniline (115 mg, 0.933 mmol, 2.0 eq.). After three vacuum-nitrogen cycles, toluene was introduced (1 mL), the tube ... Conditions: temperature 100 celsius, time 16 hour. The product is C(C)(C)OC1=C(C=C(C=C1)C1(N=C(OC1)N)C1=CC(=CC=C1)NC1=CC(=CC=C1)OC)C (4-(4-Isopropoxy-3-methyl-phenyl)-4-[3-(3-methoxy-phenylamino)-phenyl]-4,5-dihydro-oxazol-2-ylamine). The reagents and catalysts are C=1C=CC(=CC1)/C=C/C(=O)/C=C/C2=CC=CC=C2.C=1C=CC(=CC1)/C=C/C(=O)/C=C/C2=CC=CC=C2.C=1C=CC(=CC1)/C=C/C(=O)/C=C/C2=CC=CC=C2.[Pd].[Pd] (tris(dibenzylideneacetone)dipalladium). As a reaction SMILES: Br[C:2]1[CH:3]=[C:4]([C:8]2([C:14]3[CH:19]=[CH:18][C:17]([O:20][CH:21]([CH3:23])[CH3:22])=[C:16]([CH3:24])[CH:15]=3)[CH2:12][O:11][C:10]([NH2:13])=[N:9]2)[CH:5]=[CH:6][CH:7]=1.CC(C)([O-])C.[Na+].C(P(C(C)(C)C)C1C=CC=CC=1C1C(CCC)=CC(CCC)=CC=1CCC)(C)(C)C.[CH3:61][O:62][C:63]1[CH:64]=[C:65]([CH:67]=[CH:68][CH:69]=1)[NH2:66]>C1C=CC(/C=C/C(/C=C/C2C=CC=CC=2)=O)=CC=1.C1C=CC(/C=C/C(/C=C/C2C=CC=CC=2)=O)=CC=1.C1C=CC(/C=C/C(/C=C/C2C=CC=CC=2)=O)=CC=1.[Pd].[Pd].C(OC(=O)C)C.O.C1(C)C=CC=CC=1>[CH:21]([O:20][C:17]1[CH:18]=[CH:19][C:14]([C:8]2([C:4]3[CH:5]=[CH:6][CH:7]=[C:2]([NH:66][C:65]4[CH:67]=[CH:68][CH:69]=[C:63]([O:62][CH3:61])[CH:64]=4)[CH:3]=3)[CH2:12][O:11][C:10]([NH2:13])=[N:9]2)=[CH:15][C:16]=1[CH3:24])([CH3:23])[CH3:22] |f:1.2,5.6.7.8.9|. The reactants are BrC=1C=C(C=CC1)C1(N=C(OC1)N)C1=CC(=C(C=C1)OC(C)C)C (4-(3-bromo-phenyl)-4-(4-isopropoxy-3-methyl-phenyl)-4,5-dihydro-oxazol-2-ylamine), CC(C)([O-])C.[Na+] (sodium tert-butoxide), C(C)(C)(C)P(C1=C(C=CC=C1)C1=C(C=C(C=C1CCC)CCC)CCC)C(C)(C)C (2-di-t-butylphosphino-2′,4′,6′-tri-1-propyl-1,1′biphenyl), COC=1C=C(N)C=CC1 (3-methoxyaniline).